From a dataset of the Open Reaction Database (ORD), a public repository of structured organic reaction records. describe an organic reaction: reactants, conditions, products, and yield Starting materials: CC1=C(C(=CC(=C1C)Cl)C)O (2,3,6-trimethyl-4-chlorophenol), [N+](=O)(O)[O-] (nitric acid). The solvent is C(C)(=O)O (acetic acid). Reaction conditions: time 30 minute. Yields the product CC=1C(C(=CC(C1C)=O)C)=O (2,3,6-trimethyl-p-benzoquinone). Yield: 91.9%. As a reaction SMILES: [CH3:1][C:2]1[C:7]([CH3:8])=[C:6](Cl)[CH:5]=[C:4]([CH3:10])[C:3]=1[OH:11].[N+]([O-])(O)=[O:13]>C(O)(=O)C>[CH3:1][C:2]1[C:3](=[O:11])[C:4]([CH3:10])=[CH:5][C:6](=[O:13])[C:7]=1[CH3:8]. Procedure details: 17.0 g (0.1 mole) of 2,3,6-trimethyl-4-chlorophenol obtained in Example 1 (A) was dissolved in 100 g of acetic acid, and 10 g of concentrated nitric acid was added dropwise thereto in 30 minutes under stirring. The reaction proceeded immediately. After stirring for another 30 minutes, the reaction solution was subjected to steam distillation. The same treatment as in Example 1 was conducted to obtain 13.8 g of 2,3,6-trimethyl-p-benzoquinone (92.0 percent in yield). The reactants are C=CC(NCc1ccccc1)c1ccccc1, CCN=C=NCCCN(C)C, ClCCl, Cl, C=CCC(C(=O)O)N1C(=O)c2ccccc2C1=O. The product is C=CCC(C(=O)N(Cc1ccccc1)C(C=C)c1ccccc1)N1C(=O)c2ccccc2C1=O. RXN SMILES: [CH2:1]([c:2]1[cH:3][cH:4][cH:5][cH:6][cH:7]1)[NH:8][CH:9]([CH:10]=[CH2:11])[c:12]1[cH:13][cH:14][cH:15][cH:16][cH:17]1.[CH3:36][CH2:37][N:38]=[C:39]=[N:40][CH2:41][CH2:42][CH2:43][N:44]([CH3:45])[CH3:46].[Cl:48][CH2:49][Cl:50].[ClH:47].[O:18]=[C:19]1[N:20]([CH:29]([C:30](=[O:31])[OH:32])[CH2:33][CH:34]=[CH2:35])[C:21](=[O:28])[c:22]2[cH:23][cH:24][cH:25][cH:26][c:27]21>>[CH2:1]([c:2]1[cH:3][cH:4][cH:5][cH:6][cH:7]1)[N:8]([CH:9]([CH:10]=[CH2:11])[c:12]1[cH:13][cH:14][cH:15][cH:16][cH:17]1)[C:30]([CH:29]([N:20]1[C:19](=[O:18])[c:27]2[c:22]([cH:23][cH:24][cH:25][cH:26]2)[C:21]1=[O:28])[CH2:33][CH:34]=[CH2:35])=[O:31]. Reactants: N#Cc1cccnc1, COc1cc(C=C(C)C)cc2c1OC(C)(C)C2, Cc1ccccc1, CC(=O)O, O, O=S(=O)(O)O. The product is COc1cc2c(c3c1OC(C)(C)C3)C(c1cccnc1)=NC(C)(C)C2. Reaction SMILES: [C:6](#[N:7])[c:8]1[cH:9][n:10][cH:11][cH:12][cH:13]1.[CH3:14][O:15][c:16]1[cH:17][c:18]([CH:27]=[C:28]([CH3:29])[CH3:30])[cH:19][c:20]2[c:24]1[O:23][C:22]([CH3:25])([CH3:26])[CH2:21]2.[CH3:32][c:33]1[cH:34][cH:35][cH:36][cH:37][cH:38]1.[CH3:39][C:40](=[O:41])[OH:42].[OH2:31].[S:1](=[O:2])(=[O:3])([OH:4])[OH:5]>>[C:6]1([c:8]2[cH:9][n:10][cH:11][cH:12][cH:13]2)=[N:7][C:28]([CH3:29])([CH3:30])[CH2:27][c:18]2[cH:17][c:16]([O:15][CH3:14])[c:24]3[c:20]([c:19]21)[CH2:21][C:22]([CH3:25])([CH3:26])[O:23]3. The reactants are Clc1ccc(Br)c(CBr)c1, O=C([O-])[O-], CN(C)C=O, CCOC(C)=O, [K+], [K+], O=C1CCCc2ccc(O)cc21. The product is O=C1CCCc2ccc(OCc3cc(Cl)ccc3Br)cc21. Reaction SMILES: [Br:13][c:14]1[c:15]([CH2:21][Br:22])[cH:16][c:17]([Cl:20])[cH:18][cH:19]1.[C:23](=[O:24])([O-:25])[O-:26].[CH3:29][N:30]([CH3:31])[CH:32]=[O:33].[CH3:34][CH2:35][O:36][C:37](=[O:38])[CH3:39].[K+:27].[K+:28].[OH:1][c:2]1[cH:3][cH:4][c:5]2[c:10]([cH:11]1)[C:9](=[O:12])[CH2:8][CH2:7][CH2:6]2>>[O:1]([c:2]1[cH:3][cH:4][c:5]2[c:10]([cH:11]1)[C:9](=[O:12])[CH2:8][CH2:7][CH2:6]2)[CH2:21][c:15]1[c:14]([Br:13])[cH:19][cH:18][c:17]([Cl:20])[cH:16]1.